describe an organic reaction: reactants, conditions, products, and yield From a dataset of the Open Reaction Database (ORD), a public repository of structured organic reaction records. Procedure details: A mixture of 2.97 gm (0.0245 mole) of 4-acetylpyridine, 5.0 gm (0.0245 mole) of 4-trifluoromethylbenzhydrazide and 100 ml of absolute ethanol is refluxed for 6 hr. The hot solution is filtered. The filtrate is diluted with water to the cloud point, cooled to room temperature and chilled. The crystals which separate are collected, washed with water and dried to yield 6.29 gm (84%) of the title compound having a melting point of 198.4° C. The solvent is C(C)O (ethanol). The reactants are C(C)(=O)C1=CC=NC=C1 (4-acetylpyridine), FC(C1=CC=C(C(=O)NN)C=C1)(F)F (4-trifluoromethylbenzhydrazide). Reaction SMILES: [C:1]([C:4]1[CH:9]=[CH:8][N:7]=[CH:6][CH:5]=1)(=O)[CH3:2].[F:10][C:11]([F:23])([F:22])[C:12]1[CH:21]=[CH:20][C:15]([C:16]([NH:18][NH2:19])=[O:17])=[CH:14][CH:13]=1>C(O)C>[N:7]1[CH:8]=[CH:9][C:4]([C:1](=[N:19][NH:18][C:16](=[O:17])[C:15]2[CH:14]=[CH:13][C:12]([C:11]([F:10])([F:23])[F:22])=[CH:21][CH:20]=2)[CH3:2])=[CH:5][CH:6]=1. The product is N1=CC=C(C=C1)C(C)=NNC(C1=CC=C(C=C1)C(F)(F)F)=O (4-trifluoromethylbenzoic acid [1-(4pyridinyl)ethylidene]hydrazide). The yield is 83.6%. Reactants: C(Cl)(Cl)Cl (chloroform), [OH-].[Ca+2].[OH-] (calcium hydroxide), ClC1=CC=C(CC2C(C(CC2)CC)=C)C=C1 (2-(4-chlorobenzyl)-5-ethyl-1-methylenecyclopentane), ClC1=CC(=CC=C1)C(=O)OO (m-chloroperbenzoic acid). The solvent is O (water). Reaction conditions: time 2 hour. Product: ClC1=CC=C(CC2C3(CO3)C(CC2)CC)C=C1 (4-(4-chlorobenzyl)-7-ethyl-1-oxaspiro[2.4]heptane). Reaction SMILES: C(Cl)(Cl)Cl.[Cl:5][C:6]1[CH:20]=[CH:19][C:9]([CH2:10][CH:11]2[CH2:15][CH2:14][CH:13]([CH2:16][CH3:17])[C:12]2=[CH2:18])=[CH:8][CH:7]=1.ClC1C=CC=C(C(OO)=[O:29])C=1.[OH-].[Ca+2].[OH-]>O>[Cl:5][C:6]1[CH:20]=[CH:19][C:9]([CH2:10][CH:11]2[CH2:15][CH2:14][CH:13]([CH2:16][CH3:17])[C:12]32[O:29][CH2:18]3)=[CH:8][CH:7]=1 |f:3.4.5|. Procedure details: Into 100 ml of chloroform, 8.0 g of 2-(4-chlorobenzyl)-5-ethyl-1-methylenecyclopentane (the compound No. 129 shown in Table 3) were dissolved, and then 11.6 g of m-chloroperbenzoic acid were added to the thus formed mixture within 5 min, and the whole mixture was stirred for 2 hours at room temperature. In the next place, 11 g of calcium hydroxide were added to the mixture under cooling with iced water, and the whole mixture was stirred for 30 min at room temperature.